Dataset: the Open Reaction Database (ORD), a public repository of structured organic reaction records. Task: describe an organic reaction: reactants, conditions, products, and yield Starting materials: [H-].[Na+] (Sodium hydride), SCC(=O)OCC (ethyl 2-mercaptoacetate), BrC1=CC(=C(C=O)C=C1)F (4-bromo-2-fluoro-benzaldehyde). Run in CS(=O)C (dimethyl sulfoxide). Run at time 10 minute. Yields the product C(C)OC(=O)C1=CC2=C(S1)C=C(C=C2)Br (6-bromo-benzo[b]thiophene-2-carboxylic acid ethyl ester). Yield: 85.6%. RXN SMILES: [H-].[Na+].[SH:3][CH2:4][C:5]([O:7][CH2:8][CH3:9])=[O:6].[Br:10][C:11]1[CH:18]=[CH:17][C:14]([CH:15]=O)=[C:13](F)[CH:12]=1>CS(C)=O>[CH2:8]([O:7][C:5]([C:4]1[S:3][C:13]2[CH:12]=[C:11]([Br:10])[CH:18]=[CH:17][C:14]=2[CH:15]=1)=[O:6])[CH3:9] |f:0.1|. Procedure details: Sodium hydride (1.41 g, 35.32 mmol) is added to a round bottom flask and washed with hexanes (10 mL) twice. To the flask is added dimethyl sulfoxide (30 mL) and ethyl 2-mercaptoacetate (3.54 g, 29.43 mmol). The mixture is stirred for 10 minutes and 4-bromo-2-fluoro-benzaldehyde (4.78 g; 23.55 mmol) is added. The reaction mixture is stirred for 15 minutes and quenched with ice-water (100 g). The mixture is extracted with CH2Cl2 (50 mL×2). The combined organic layers are dried over Na2SO4, filtere...